This data is from the Open Reaction Database (ORD), a public repository of structured organic reaction records. The task is: describe an organic reaction: reactants, conditions, products, and yield Reactants: C(C)OC(C1=CC(=CC(=C1)[N+](=O)[O-])C1=NN=NN1C)=O (3-(1-Methyl-1H-tetrazol-5-yl)-5-nitro-benzoic acid ethyl ester). Reagents/catalysts: [Pd] (Pd/C). Run in CCOC(=O)C.C(C)O (EtOAc ethanol). The product is C(C)OC(C1=CC(=CC(=C1)C1=NN=NN1C)N)=O (3-Amino-5-(1-methyl-1H-tetrazol-5-yl)-benzoic acid ethyl ester). The yield is 72.5%. Reaction SMILES: [CH2:1]([O:3][C:4](=[O:20])[C:5]1[CH:10]=[C:9]([N+:11]([O-])=O)[CH:8]=[C:7]([C:14]2[N:18]([CH3:19])[N:17]=[N:16][N:15]=2)[CH:6]=1)[CH3:2]>CCOC(C)=O.C(O)C.[Pd]>[CH2:1]([O:3][C:4](=[O:20])[C:5]1[CH:6]=[C:7]([C:14]2[N:18]([CH3:19])[N:17]=[N:16][N:15]=2)[CH:8]=[C:9]([NH2:11])[CH:10]=1)[CH3:2] |f:1.2|. Reported procedure: A solution of 3-(1-Methyl-1H-tetrazol-5-yl)-5-nitro-benzoic acid ethyl ester (6.5 g) in EtOAc:ethanol (1:1, 320 ml) was hydrogenated at 20° C. and 50 psi with 10% Pd/C (750 mg). After reaction completion, the mixture was filtered and the filtrate concentrated in vacuum to give the title compound (4.2 g). Rt=1.21 min (method D). The reactants are C(C1=CC=CC=C1)OCC=1CCN(CC1)CC=1C(=NC(=NC1)C)N ([5-(4-benzyloxymethyl-3,6-dihydro-2H-pyridin-1-ylmethyl)-2-methyl-pyrimidin-4-yl]-amine). The reagents and catalysts are [Pt](=O)=O (platinum dioxide). The solvent is O1CCCC1 (tetrahydrofuran), O1CCCC1 (tetrahydrofuran). Conditions: time 5 hour. Yields the product C(C1=CC=CC=C1)OCC1CCN(CC1)CC=1C(=NC(=NC1)C)N ([5-(4-benzyloxymethyl-piperidin-1-ylmethyl)-2-methyl-pyrimidin-4-yl]-amine). The yield is 70.3%. RXN SMILES: [CH2:1]([O:8][CH2:9][C:10]1[CH2:11][CH2:12][N:13]([CH2:16][C:17]2[C:18]([NH2:24])=[N:19][C:20]([CH3:23])=[N:21][CH:22]=2)[CH2:14][CH:15]=1)[C:2]1[CH:7]=[CH:6][CH:5]=[CH:4][CH:3]=1>O1CCCC1.[Pt](=O)=O>[CH2:1]([O:8][CH2:9][CH:10]1[CH2:15][CH2:14][N:13]([CH2:16][C:17]2[C:18]([NH2:24])=[N:19][C:20]([CH3:23])=[N:21][CH:22]=2)[CH2:12][CH2:11]1)[C:2]1[CH:7]=[CH:6][CH:5]=[CH:4][CH:3]=1. Reported procedure: A suspension of 0.040 g of platinum dioxide in 2 ml of tetrahydrofuran was treated with a solution of 0.11 g (0.00034 mol) of [5-(4-benzyloxymethyl-3,6-dihydro-2H-pyridin-1-ylmethyl)-2-methyl-pyrimidin-4-yl]-amine in 3.5 ml of tetrahydrofuran and the mixture was hydrogenated under normal pressure for 5 hours. The catalyst was filtered off, the filtrate was concentrated and the residue was chromatographed on silica gel with ethyl acetate as the eluent. 0.078 g (70%) of [5-(4-benzyloxymethyl-piper... Yields the product NC=1C=C(C=CC1)\C(=C/CCCN1N=NN=C1)\C=1C=NC=CC1 (4E-1-(5-(3-Aminophenyl)-5-(3-pyridyl)pent-4-enyl)tetrazole). As a reaction SMILES: C([NH:4][C:5]1[CH:6]=[C:7](/[C:11](/[C:21]2[CH:22]=[N:23][CH:24]=[CH:25][CH:26]=2)=[CH:12]\[CH2:13][CH2:14][CH2:15][N:16]2[CH:20]=[N:19][N:18]=[N:17]2)[CH:8]=[CH:9][CH:10]=1)(=O)C.C(=O)(O)[O-].[Na+].C(O)(=O)CC(CC(O)=O)(C(O)=O)O>Cl>[NH2:4][C:5]1[CH:6]=[C:7](/[C:11](/[C:21]2[CH:22]=[N:23][CH:24]=[CH:25][CH:26]=2)=[CH:12]\[CH2:13][CH2:14][CH2:15][N:16]2[CH:20]=[N:19][N:18]=[N:17]2)[CH:8]=[CH:9][CH:10]=1 |f:1.2|. Reported procedure: 5.7 g of 4E-1-(5-(3-acetylaminophenyl)-5-(3-pyridyl)-pent-4-enyl)tetrazole are heated in 60 ml of 4N hydrochloric acid for 5 hours at 60° C. The reaction solution is neutralised by the addition of sodium bicarbonate and then adjusted to a pH value of 4-5 by the addition of citric acid. The aqueous phase is extracted with dichloromethane/methanol=4:1. The organic phase is washed with saturated sodium chloride solution, dried and concentrated by evaporation. The solvent is Cl (hydrochloric acid). Reactants: C([O-])(O)=O.[Na+] (sodium bicarbonate), C(C)(=O)NC=1C=C(C=CC1)\C(=C/CCCN1N=NN=C1)\C=1C=NC=CC1 (4E-1-(5-(3-acetylaminophenyl)-5-(3-pyridyl)-pent-4-enyl)tetrazole), C(CC(O)(C(=O)O)CC(=O)O)(=O)O (citric acid). Starting materials: C(#C)C=1C=C(C=NC1)NC(OC(C)(C)C)=O (tert-butyl (5-ethynylpyridin-3-yl)carbamate), IC1=C(C=CC(=C1)[N+](=O)[O-])NC(OC(C)(C)C)=O (tert-butyl (2-iodo-4-nitrophenyl)carbamate), O1CCCC1 (tetrahydrofuran). Reagents/catalysts: [Cu]I (copper(I) iodide), Cl[Pd]([P](C1=CC=CC=C1)(C2=CC=CC=C2)C3=CC=CC=C3)([P](C4=CC=CC=C4)(C5=CC=CC=C5)C6=CC=CC=C6)Cl (bis(triphenylphosphine)palladium(II) chloride). Run in C(C)N(CC)CC (triethylamine). Conditions: time 5 minute. The product is C(C)(C)(C)OC(=O)NC1=C(C=C(C=C1)[N+](=O)[O-])C#CC=1C=C(C=NC1)NC(OC(C)(C)C)=O (tert-Butyl [5-({2-[(tert-butoxycarbonyl)amino]-5-nitrophenyl}ethynyl)pyridin-3-yl]carbamate). The yield is 85.9%. As a reaction SMILES: I[C:2]1[CH:7]=[C:6]([N+:8]([O-:10])=[O:9])[CH:5]=[CH:4][C:3]=1[NH:11][C:12](=[O:18])[O:13][C:14]([CH3:17])([CH3:16])[CH3:15].O1CCCC1.[C:24]([C:26]1[CH:27]=[C:28]([NH:32][C:33](=[O:39])[O:34][C:35]([CH3:38])([CH3:37])[CH3:36])[CH:29]=[N:30][CH:31]=1)#[CH:25]>[Cu]I.Cl[Pd](Cl)([P](C1C=CC=CC=1)(C1C=CC=CC=1)C1C=CC=CC=1)[P](C1C=CC=CC=1)(C1C=CC=CC=1)C1C=CC=CC=1.C(N(CC)CC)C>[C:14]([O:13][C:12]([NH:11][C:3]1[CH:4]=[CH:5][C:6]([N+:8]([O-:10])=[O:9])=[CH:7][C:2]=1[C:25]#[C:24][C:26]1[CH:27]=[C:28]([NH:32][C:33](=[O:39])[O:34][C:35]([CH3:37])([CH3:36])[CH3:38])[CH:29]=[N:30][CH:31]=1)=[O:18])([CH3:17])([CH3:16])[CH3:15] |^1:44,63|. Procedure details: Into the reaction flask was added tert-butyl (2-iodo-4-nitrophenyl)carbamate (1.5 g, 4.1 mmol) and copper(I) iodide (0.031 g, 0.16 mmol), bis(triphenylphosphine)palladium(II) chloride (0.12 g, 0.16 mmol), tetrahydrofuran (10 mL), and triethylamine (0.63 mL). The mixture was stirred under bubbling N2 for 5 min, and tert-butyl (5-ethynylpyridin-3-yl)carbamate (0.90 g, 4.1 mmol) was then added. The reaction mixture was stirred at 65° C. for 1 h. After concentration, the residue was diluted with EtO... Reactants: solution, [H-].C(C(C)C)[Al+]CC(C)C (Diisobutyl aluminium hydride), C(Cl)Cl (methylene chloride), C(C)OC(=O)C1=COC=C1C1=CC=CC=C1 (4-phenylfuran-3-carboxylic acid ethyl ester). Run in C1(=CC=CC=C1)C (toluene). Conditions: time 1 hour. The product is C1(=CC=CC=C1)C=1C(=COC1)CO ((4-phenylfuran-3-yl)methanol). The yield is 72.9%. As a reaction SMILES: C([O:3][C:4]([C:6]1[C:10]([C:11]2[CH:16]=[CH:15][CH:14]=[CH:13][CH:12]=2)=[CH:9][O:8][CH:7]=1)=O)C.[H-].C([Al+]CC(C)C)C(C)C.C(Cl)Cl>C1(C)C=CC=CC=1>[C:11]1([C:10]2[C:6]([CH2:4][OH:3])=[CH:7][O:8][CH:9]=2)[CH:12]=[CH:13][CH:14]=[CH:15][CH:16]=1 |f:1.2|. Reported procedure: Prepare a solution of 4-phenylfuran-3-carboxylic acid ethyl ester (3.9 g, 18.1 mmol) in toluene (20 mL) under nitrogen at −78° C. Add a 1.0 M solution of Diisobutyl aluminium hydride in methylene chloride (35 mL, 35.0 mmol). Stir the reaction mixture for 1 hour, quench with water, and pour into 10% Rochelle's salt (200 mL). Extract the aqueous phase with ethyl acetate (2×200 mL). Wash the organic phase with brine (100 mL), dry (Na2SO4), filter, and concentrate. Flash chromatography on silica gel... Product: O=[N+]([O-])c1ccccc1Sc1ccc(F)cc1. As a reaction SMILES: [CH2:21]1[O:22][CH2:23][CH2:24][CH2:25]1.[Cl:9][c:10]1[c:11]([N+:16](=[O:17])[O-:18])[cH:12][cH:13][cH:14][cH:15]1.[F:1][c:2]1[cH:3][cH:4][c:5]([SH:8])[cH:6][cH:7]1.[H-:20].[Na+:19]>>[F:1][c:2]1[cH:3][cH:4][c:5]([S:8][c:10]2[c:11]([N+:16](=[O:17])[O-:18])[cH:12][cH:13][cH:14][cH:15]2)[cH:6][cH:7]1. Starting materials: C1CCOC1, O=[N+]([O-])c1ccccc1Cl, Fc1ccc(S)cc1, [H-], [Na+]. Starting materials: N1C(=NC2=C1C=CC=C2)C2=NN(C1=CC=C(C=C21)Br)C2OCCCC2 (3-(1H-Benzo[d]imidazol-2-yl)-5-bromo-1-(tetrahydro-2H-pyran-2-yl)-1H-indazole), CS(=O)(=O)C=1C=C(C=CC1)B(O)O (3-(methylsulfonyl)phenyl boronic acid), C1(=CC=CC=C1)P(C1=CC=CC=C1)C1=CC=CC=C1 (triphenylphosphine), C([O-])([O-])=O.[Na+].[Na+] (sodium carbonate). Reagents/catalysts: C(C)(=O)[O-].[Pd+2].C(C)(=O)[O-] (palladium (II) acetate). The solvent is C1CCOC1 (THF). Yields the product N1C(=NC2=C1C=CC=C2)C2=NN(C1=CC=C(C=C21)C2=CC(=CC=C2)S(=O)(=O)C)C2OCCCC2 (3-(1H-benzo[d]imidazol-2-yl)-5-(3-(methylsulfonyl)phenyl)-1-(tetrahydro-2H-pyran-2-yl)-1H-indazole). The yield is 22.6%. Reaction SMILES: [NH:1]1[C:5]2[CH:6]=[CH:7][CH:8]=[CH:9][C:4]=2[N:3]=[C:2]1[C:10]1[C:18]2[C:13](=[CH:14][CH:15]=[C:16](Br)[CH:17]=2)[N:12]([CH:20]2[CH2:25][CH2:24][CH2:23][CH2:22][O:21]2)[N:11]=1.[CH3:26][S:27]([C:30]1[CH:31]=[C:32](B(O)O)[CH:33]=[CH:34][CH:35]=1)(=[O:29])=[O:28].C1(P(C2C=CC=CC=2)C2C=CC=CC=2)C=CC=CC=1.C(=O)([O-])[O-].[Na+].[Na+]>C1COCC1.C([O-])(=O)C.[Pd+2].C([O-])(=O)C>[NH:1]1[C:5]2[CH:6]=[CH:7][CH:8]=[CH:9][C:4]=2[N:3]=[C:2]1[C:10]1[C:18]2[C:13](=[CH:14][CH:15]=[C:16]([C:34]3[CH:33]=[CH:32][CH:31]=[C:30]([S:27]([CH3:26])(=[O:29])=[O:28])[CH:35]=3)[CH:17]=2)[N:12]([CH:20]2[CH2:25][CH2:24][CH2:23][CH2:22][O:21]2)[N:11]=1 |f:3.4.5,7.8.9|. Reported procedure: 3-(1H-Benzo[d]imidazol-2-yl)-5-bromo-1-(tetrahydro-2H-pyran-2-yl)-1H-indazole (30 mg, 0.0755 mmol), 3-(methylsulfonyl)phenyl boronic acid (15 mg, 0.075 mmol) and triphenylphosphine (2 mg, 0.007 mmol) were dissolved in a mixture of THF (6 mL), and 1M sodium carbonate (8 mg, 0.075 mmol) and palladium (II) acetate (2 mg, 0.009 mmol) were added. The solution was heated overnight at reflux. After cooling to room temperature, the solvent was removed in vacuo, the residue was dissolved in ethyl acetate... The reactants are COC(=O)C1CCC(=O)N1Cc1ccccc1C(F)(F)F, [Na+], [OH-], O. Yields the product O=C(O)C1CCC(=O)N1Cc1ccccc1C(F)(F)F. RXN SMILES: [F:3][C:4]([c:5]1[c:6]([CH2:11][N:12]2[C:13](=[O:21])[CH2:14][CH2:15][CH:16]2[C:17](=[O:18])[O:19][CH3:20])[cH:7][cH:8][cH:9][cH:10]1)([F:22])[F:23].[Na+:2].[OH-:1].[OH2:24]>>[F:3][C:4]([c:5]1[c:6]([CH2:11][N:12]2[C:13](=[O:21])[CH2:14][CH2:15][CH:16]2[C:17](=[O:18])[OH:19])[cH:7][cH:8][cH:9][cH:10]1)([F:22])[F:23]. Starting materials: COc1cc(C(=O)N2CCC(CCS(C)(=O)=O)(c3ccc(Cl)c(Cl)c3)C2)cc(OC)c1OC, CC#N, CCN(C(C)C)C(C)C, O=C(c1nc2ccccc2n1Cc1ccc(F)cc1)C1CCNCC1. As a reaction SMILES: [CH3:1][O:2][c:3]1[cH:4][c:5]([C:6](=[O:7])[N:8]2[CH2:9][C:10]([CH2:13][CH2:14][S:15]([CH3:16])(=[O:17])=[O:18])([c:19]3[cH:20][c:21]([Cl:26])[c:22]([Cl:25])[cH:23][cH:24]3)[CH2:11][CH2:12]2)[cH:27][c:28]([O:32][CH3:33])[c:29]1[O:30][CH3:31].[CH3:68][C:69]#[N:70].[CH:34]([N:35]([CH:36]([CH3:37])[CH3:38])[CH2:39][CH3:40])([CH3:41])[CH3:42].[F:43][c:44]1[cH:45][cH:46][c:47]([CH2:48][n:49]2[c:50]([C:58](=[O:59])[CH:60]3[CH2:61][CH2:62][NH:63][CH2:64][CH2:65]3)[n:51][c:52]3[c:53]2[cH:54][cH:55][cH:56][cH:57]3)[cH:66][cH:67]1>>[CH3:1][O:2][c:3]1[cH:4][c:5]([C:6](=[O:7])[N:8]2[CH2:9][C:10]([CH2:13][CH2:14][N:63]3[CH2:62][CH2:61][CH:60]([C:58]([c:50]4[n:49]([CH2:48][c:47]5[cH:46][cH:45][c:44]([F:43])[cH:67][cH:66]5)[c:53]5[c:52]([n:51]4)[cH:57][cH:56][cH:55][cH:54]5)=[O:59])[CH2:65][CH2:64]3)([c:19]3[cH:20][c:21]([Cl:26])[c:22]([Cl:25])[cH:23][cH:24]3)[CH2:11][CH2:12]2)[cH:27][c:28]([O:32][CH3:33])[c:29]1[O:30][CH3:31]. Yields the product COc1cc(C(=O)N2CCC(CCN3CCC(C(=O)c4nc5ccccc5n4Cc4ccc(F)cc4)CC3)(c3ccc(Cl)c(Cl)c3)C2)cc(OC)c1OC. Reactants: C(=C)C(=O)C1=CC=C(C=C1)O (4-hydroxyphenyl Vinyl Ketone), C(CCCC)C1=CC=C(C(=O)O)C=C1 (4-pentylbenzoic acid), C1CCC(CC1)N=C=NC2CCCCC2 (DCC). Reagents/catalysts: CN(C)C=1C=CN=CC1 (DMAP). Run in C(Cl)Cl (methylene chloride). Run at time 12 hour. Yields the product C(=C)C(=O)C1=CC=C(C=C1)OC(C1=CC=C(C=C1)CCCCC)=O (4-(4-pentylbenzoyloxy)phenyl Vinyl Ketone). Isolated yield 19.9%. RXN SMILES: [CH:1]([C:3]([C:5]1[CH:10]=[CH:9][C:8]([OH:11])=[CH:7][CH:6]=1)=[O:4])=[CH2:2].[CH2:12]([C:17]1[CH:25]=[CH:24][C:20]([C:21](O)=[O:22])=[CH:19][CH:18]=1)[CH2:13][CH2:14][CH2:15][CH3:16].C1CCC(N=C=NC2CCCCC2)CC1>CN(C1C=CN=CC=1)C.C(Cl)Cl>[CH:1]([C:3]([C:5]1[CH:6]=[CH:7][C:8]([O:11][C:21](=[O:22])[C:20]2[CH:24]=[CH:25][C:17]([CH2:12][CH2:13][CH2:14][CH2:15][CH3:16])=[CH:18][CH:19]=2)=[CH:9][CH:10]=1)=[O:4])=[CH2:2]. Procedure: A mixture of 4-hydroxyphenyl vinyl ketone (c) (1.0 g), 4-pentylbenzoic acid (1.2 g), DCC (1.9 g), DMAP (0.1 g) and methylene chloride (30 mL) was stirred at room temperature for 12 hours. The white solid precipitated was filtrated out, and the solvent was evaporated away from the filtrate. The residue was dissolved in ethyl acetate, and washed with aqueous 2 M NaOH solution and then with water. The residue was purified through column chromatography (eluent: toluene) and then through recrystalliz...